describe an organic reaction: reactants, conditions, products, and yield From a dataset of the Open Reaction Database (ORD), a public repository of structured organic reaction records. The reactants are Intermediate 20, BrC=1C=C(C=CC1C)S(=O)(=O)N(C)C1CCCC1 (3-bromo-N-cyclopentyl-4,N-dimethyl-benzenesulfonamide), BrC=1C=C(C=CC1C)S(=O)(=O)N(C)C1CCCC1 (3-bromo-N-cyclopentyl-4,N-dimethyl-benzenesulfonamide), C(C)(C)(C)OC(COC1=C(C=C(C=C1)Cl)C#C)=O (tert-butyl(4-chloro-2-ethynylphenoxy)acetate), C(C)(C)(C)OC(COC1=C(C=C(C=C1)Cl)C#C)=O (tert-butyl(4-chloro-2-ethynylphenoxy)acetate). Product: C(C)(C)(C)OC(COC1=C(C=C(C=C1)Cl)C#CC1=C(C=CC(=C1)S(=O)(=O)N(C)C1CCCC1)C)=O (tert-butyl{4-chloro-2-[(5-{[cyclopentyl(methyl)amino]sulfonyl}-2-methylphenyl)ethynyl]phenoxy}acetate). Reaction SMILES: [C:1]([O:5][C:6](=[O:18])[CH2:7][O:8][C:9]1[CH:14]=[CH:13][C:12]([Cl:15])=[CH:11][C:10]=1[C:16]#[CH:17])([CH3:4])([CH3:3])[CH3:2].Br[C:20]1[CH:21]=[C:22]([S:27]([N:30]([CH:32]2[CH2:36][CH2:35][CH2:34][CH2:33]2)[CH3:31])(=[O:29])=[O:28])[CH:23]=[CH:24][C:25]=1[CH3:26]>>[C:1]([O:5][C:6](=[O:18])[CH2:7][O:8][C:9]1[CH:14]=[CH:13][C:12]([Cl:15])=[CH:11][C:10]=1[C:16]#[C:17][C:20]1[CH:21]=[C:22]([S:27]([N:30]([CH:32]2[CH2:33][CH2:34][CH2:35][CH2:36]2)[CH3:31])(=[O:29])=[O:28])[CH:23]=[CH:24][C:25]=1[CH3:26])([CH3:4])([CH3:3])[CH3:2]. Reported procedure: Following the general method as outlined in Intermediate 20, starting from (4-chloro-2-ethynyl-phenoxy)-acetic acid tert-butyl ester (Intermediate 3) and 3-bromo-N-cyclopentyl-4,N-dimethyl-benzenesulfonamide (Intermediate 153), the title compound was obtained as a orange sticky solid after purification by flash column chromatography (silica), eluting with cyclohexane containing increasing amounts of EtOAc. The yield is 46.3%. Reagents/catalysts: C1CCC(CC1)P(C2CCCCC2)C3CCCCC3.C1CCC(CC1)P(C2CCCCC2)C3CCCCC3.[Cl-].[Cl-].[Pd+2] (bis(tricyclohexylphosphine)palladium (II) dichloride). Starting materials: C1(=CC=CC=C1)C (toluene), C(C)(C)(C)OC(=O)N1CCN(CC1)C1=NC=C(C=C1C)Br (4-(5-bromo-3-methylpyridin-2-yl)piperazine-1-carboxylic acid tert-butyl ester), P(=O)([O-])([O-])[O-].[K+].[K+].[K+] (tripotassium phosphate), C(=C)B1OC(C)(C)C(C)(C)O1 (vinylboronic acid pinacol ester). Procedure: To a mixture of 4-(5-bromo-3-methylpyridin-2-yl)piperazine-1-carboxylic acid tert-butyl ester (3.3 g), bis(tricyclohexylphosphine)palladium (II) dichloride (332 mg), tripotassium phosphate (11 g) and vinylboronic acid pinacol ester (3 g) were added toluene (27 mL) and water (1.4 mL), and the mixture was refluxed for 8 hr. After cooling, the mixture was extracted with ethyl acetate. The organic layer was washed with saturated brine, and the solvent was evaporated. The residue was purified by colu... The solvent is O (water). Product: C(C)(C)(C)OC(=O)N1CCN(CC1)C1=NC=C(C=C1C)C=C (4-(3-methyl-5-vinylpyridin-2-yl)piperazine-1-carboxylic acid tert-butyl ester). RXN SMILES: [C:1]([O:5][C:6]([N:8]1[CH2:13][CH2:12][N:11]([C:14]2[C:19]([CH3:20])=[CH:18][C:17](Br)=[CH:16][N:15]=2)[CH2:10][CH2:9]1)=[O:7])([CH3:4])([CH3:3])[CH3:2].P([O-])([O-])([O-])=O.[K+].[K+].[K+].[CH:30](B1OC(C)(C)C(C)(C)O1)=[CH2:31].C1(C)C=CC=CC=1>C1CCC(P(C2CCCCC2)C2CCCCC2)CC1.C1CCC(P(C2CCCCC2)C2CCCCC2)CC1.[Cl-].[Cl-].[Pd+2].O>[C:1]([O:5][C:6]([N:8]1[CH2:13][CH2:12][N:11]([C:14]2[C:19]([CH3:20])=[CH:18][C:17]([CH:30]=[CH2:31])=[CH:16][N:15]=2)[CH2:10][CH2:9]1)=[O:7])([CH3:4])([CH3:3])[CH3:2] |f:1.2.3.4,7.8.9.10.11|. The reactants are N1=CC=C(C=C1)C=1N2C(=NN1)CCC2 (3-pyridin-4-yl-6,7-dihydro-5H-pyrrolo[2,1-c][1,2,4]triazole), O=C1NCCCC1C(=O)OCC (ethyl 2-oxopiperidine-3-carboxylate), C(C1=CC=NC=C1)(=O)NN (isonicotinic hydrazide). Run in C(Cl)Cl (DCM), CCO (EtOH). The product is N1=CC=C(C=C1)C1=NN=C2N1CCCC2C(=O)OCC (Ethyl 3-pyridin-4-yl-5,6,7,8-tetrahydro[1,2,4]triazolo[4,3-a]pyridine-8-carboxylate). As a reaction SMILES: [N:1]1[CH:6]=[CH:5][C:4]([C:7]2[N:8]3[CH2:14][CH2:13][CH2:12][C:9]3=[N:10][N:11]=2)=[CH:3][CH:2]=1.O=C1[CH:21]([C:22]([O:24][CH2:25][CH3:26])=[O:23])CCCN1.C(NN)(=O)C1C=CN=CC=1>C(Cl)Cl.CCO>[N:1]1[CH:2]=[CH:3][C:4]([C:7]2[N:8]3[CH2:14][CH2:13][CH2:12][CH:21]([C:22]([O:24][CH2:25][CH3:26])=[O:23])[C:9]3=[N:10][N:11]=2)=[CH:5][CH:6]=1. Procedure: The title compound was prepared analogous to 3-pyridin-4-yl-6,7-dihydro-5H-pyrrolo[2,1-c][1,2,4]triazole from ethyl 2-oxopiperidine-3-carboxylate (2.57 g, 15 mmol), Me3OBF4 (2.66 g, 18 mmol) and isonicotinic hydrazide (2.06 g, 15 mmol) in DCM (150 ml) and EtOH (16 ml). Recrystallization from EA afforded 1.67 g (41%). 1H NMR: 1.29 (t, 3 H), 2.03 (m, 1 H), 2.14-2.25 (m, 2 H), 2.32 (m, 1 H), 4.01-4.12 (m, 1 H), 4.16-4.27 (m, 4 H), 7.64 (d, 2 H), 8.74 (d, 2 H)